From a dataset of the Open Reaction Database (ORD), a public repository of structured organic reaction records. describe an organic reaction: reactants, conditions, products, and yield Starting materials: BrC=1C=C(C=CC1)SC(C(=O)N)C (2-(3-Bromo-phenylsulfanyl)-propionamide), C(=O)(O)C1=CC=C(C=C1)B(O)O (4-carboxybenzene-boronic acid), C([O-])([O-])=O.[K+].[K+] (potassium carbonate). The reagents and catalysts are C1(=CC=CC=C1)P(C1=CC=CC=C1)(C1=CC=CC=C1)[Pd](P(C1=CC=CC=C1)(C1=CC=CC=C1)C1=CC=CC=C1)(P(C1=CC=CC=C1)(C1=CC=CC=C1)C1=CC=CC=C1)P(C1=CC=CC=C1)(C1=CC=CC=C1)C1=CC=CC=C1 (tetrakis-triphenylphosphino-palladium). Solvent: O1CCOCC1 (dioxane), O (water), O (water). The product is C(N)(=O)C(C)SC=1C=C(C=CC1)C1=CC=C(C=C1)C(=O)O (3′-(1-Carbamoyl-ethylsulfanyl)-biphenyl-4 carboxylic acid). RXN SMILES: Br[C:2]1[CH:3]=[C:4]([S:8][CH:9]([CH3:13])[C:10]([NH2:12])=[O:11])[CH:5]=[CH:6][CH:7]=1.[C:14]([C:17]1[CH:22]=[CH:21][C:20](B(O)O)=[CH:19][CH:18]=1)([OH:16])=[O:15].C(=O)([O-])[O-].[K+].[K+]>O1CCOCC1.O.C1(P([Pd](P(C2C=CC=CC=2)(C2C=CC=CC=2)C2C=CC=CC=2)(P(C2C=CC=CC=2)(C2C=CC=CC=2)C2C=CC=CC=2)P(C2C=CC=CC=2)(C2C=CC=CC=2)C2C=CC=CC=2)(C2C=CC=CC=2)C2C=CC=CC=2)C=CC=CC=1>[C:10]([CH:9]([S:8][C:4]1[CH:3]=[C:2]([C:20]2[CH:21]=[CH:22][C:17]([C:14]([OH:16])=[O:15])=[CH:18][CH:19]=2)[CH:7]=[CH:6][CH:5]=1)[CH3:13])(=[O:11])[NH2:12] |f:2.3.4|. Procedure: 3.0 g 2-(3-Bromo-phenylsulfanyl)-propionamide, 1.95 g of 4-carboxybenzene-boronic acid, and 8.05 g potassium carbonate were stirred in a mixture of 25 ml dioxane and 25 ml water. 1.35 g tetrakis-triphenylphosphino-palladium were added under nitrogen atmosphere and the mixture was heated 85 C for 14 hrs. The mixture was diluted with 40 ml water and filtered. The filtrate was adjusted to pH 2 with conc. HCl and the precipitated product isolated by filtration. Reactants: C(\C=C/C(=O)O)(=O)O (maleic acid), ClC1=CC=C2C(=C1)NCC21CCN(CC1)C (6-chloro-1'-methylspiro[indoline-3,4'-piperidine]), [H-].[Na+] (sodium hydride), ClC1=C(C=CC=C1)F (2-chlorofluorobenzene). Solvent: CS(=O)C (dimethylsulfoxide), CCOCC (ether), CCOCC (ether). Run at temperature 45 celsius, time 1 hour. Yields the product C(\C=C/C(=O)O)(=O)O.ClC1=CC=C2C(=C1)N(CC21CCN(CC1)C)C1=C(C=CC=C1)Cl (6-chloro-1-(2-chlorophenyl)-1'-methylspiro[indoline-3,4'-piperidine] maleate). As a reaction SMILES: [Cl:1][C:2]1[CH:7]=[C:6]2[NH:8][CH2:9][C:10]3([CH2:15][CH2:14][N:13]([CH3:16])[CH2:12][CH2:11]3)[C:5]2=[CH:4][CH:3]=1.[H-].[Na+].[Cl:19][C:20]1[CH:25]=[CH:24][CH:23]=[CH:22][C:21]=1F.[C:27]([OH:34])(=[O:33])/[CH:28]=[CH:29]\[C:30]([OH:32])=[O:31]>CS(C)=O.CCOCC>[C:27]([OH:34])(=[O:33])/[CH:28]=[CH:29]\[C:30]([OH:32])=[O:31].[Cl:1][C:2]1[CH:7]=[C:6]2[N:8]([C:21]3[CH:22]=[CH:23][CH:24]=[CH:25][C:20]=3[Cl:19])[CH2:9][C:10]3([CH2:15][CH2:14][N:13]([CH3:16])[CH2:12][CH2:11]3)[C:5]2=[CH:4][CH:3]=1 |f:1.2,7.8|. Reported procedure: A mixture of 2.4 g of 6-chloro-1'-methylspiro[indoline-3,4'-piperidine], Example 23b, 0.5 g of sodium hydride (99%) and 6 g of 2-chlorofluorobenzene in 25 ml of dimethylsulfoxide is stirred at 45° C. under nitrogen for 1 hour. Thereafter, the mixture is quenched with ice-water before being extracted thrice with ether. The combined ether extracts are successively washed with water, dried and concentrated under vacuum leaving a reddish oil. The oil is passed through an alumina column, ether eluant... The reactants are CN1CCCC1c1ccc(Br)cc1, C1CCOC1, [Li]CCCC, CN(C)C=O. The product is CN1CCCC1c1ccc(C=O)cc1. RXN SMILES: [Br:1][c:2]1[cH:3][cH:4][c:5]([CH:8]2[N:9]([CH3:13])[CH2:10][CH2:11][CH2:12]2)[cH:6][cH:7]1.[CH2:24]1[O:25][CH2:26][CH2:27][CH2:28]1.[CH3:14][CH2:15][CH2:16][CH2:17][Li:18].[O:19]=[CH:20][N:21]([CH3:22])[CH3:23]>>[c:2]1([CH:20]=[O:19])[cH:3][cH:4][c:5]([CH:8]2[N:9]([CH3:13])[CH2:10][CH2:11][CH2:12]2)[cH:6][cH:7]1. Starting materials: FC=1C=C(OC2=C(C=C(C=O)C=C2)F)C=CC1F (4-(3,4-difluorophenoxy)-3-fluorobenzaldehyde), N (NH3), [BH4-].[Na+] (NaBH4). The reagents and catalysts are CC([O-])C.[Ti+4].CC([O-])C.CC([O-])C.CC([O-])C (titanium isopropoxide). Run in CO (MeOH). Conditions: time 8 hour. Product: FC=1C=C(OC2=C(C=C(C=C2)CN)F)C=CC1F ((4-(3,4-difluorophenoxy)-3-fluorophenyl)methanamine). Reaction SMILES: [F:1][C:2]1[CH:3]=[C:4]([CH:15]=[CH:16][C:17]=1[F:18])[O:5][C:6]1[CH:13]=[CH:12][C:9]([CH:10]=O)=[CH:8][C:7]=1[F:14].[NH3:19].[BH4-].[Na+]>CO.CC(C)[O-].[Ti+4].CC(C)[O-].CC(C)[O-].CC(C)[O-]>[F:1][C:2]1[CH:3]=[C:4]([CH:15]=[CH:16][C:17]=1[F:18])[O:5][C:6]1[CH:13]=[CH:12][C:9]([CH2:10][NH2:19])=[CH:8][C:7]=1[F:14] |f:2.3,5.6.7.8.9|. Procedure details: To a mixture of 4-(3,4-difluorophenoxy)-3-fluorobenzaldehyde (300 mg, 1.19 mmol) and 7 M NH3 in MeOH (10 mL) was added titanium isopropoxide (0.712 mL, 2.38 mmol). The reaction mixture was stirred overnight at rt. Then, NaBH4 (54.0 mg, 1.43 mmol) was added in portions. The mixture was stirred at rt for 4 h, and quenched with water and filtered. The organic part was extracted with ethyl acetate. Combined organic portions were dried over Na2SO4, filtered and concentrated. Purification via Biotage ... The reactants are C1(=CC=CC=C1)P(C1=CC=CC=C1)C1=CC=CC=C1 (triphenylphosphine), C(CCCCCCCCCCCCCCCCC)OCC(OCC1=CC=CC=C1)CO (1-O-octadecyl-2-O-benzyl-glycerol), C1(=CC=CC=C1)C (toluene), C(Br)(Br)(Br)Br (carbon tetrabromide). Solvent: C(Cl)(Cl)Cl (chloroform). Yields the product C(CCCCCCCCCCCCCCCCC)OCC(CBr)OCC1=CC=CC=C1 (1-O-octadecyl-2-O-benzyl-3-bromo-1,2-propanediol). As a reaction SMILES: [CH2:1]([O:19][CH2:20][CH:21]([CH2:30]O)[O:22][CH2:23][C:24]1[CH:29]=[CH:28][CH:27]=[CH:26][CH:25]=1)[CH2:2][CH2:3][CH2:4][CH2:5][CH2:6][CH2:7][CH2:8][CH2:9][CH2:10][CH2:11][CH2:12][CH2:13][CH2:14][CH2:15][CH2:16][CH2:17][CH3:18].C1(C)C=CC=CC=1.C(Br)(Br)(Br)[Br:40].C1(P(C2C=CC=CC=2)C2C=CC=CC=2)C=CC=CC=1>C(Cl)(Cl)Cl>[CH2:1]([O:19][CH2:20][CH:21]([O:22][CH2:23][C:24]1[CH:29]=[CH:28][CH:27]=[CH:26][CH:25]=1)[CH2:30][Br:40])[CH2:2][CH2:3][CH2:4][CH2:5][CH2:6][CH2:7][CH2:8][CH2:9][CH2:10][CH2:11][CH2:12][CH2:13][CH2:14][CH2:15][CH2:16][CH2:17][CH3:18]. Procedure details: In a 250 ml round bottom flask equipped with a magnetic stir bar, 2.00 g (4.6 mmoles) of 1-O-octadecyl-2-O-benzyl-glycerol (Bachem, Switzerland) was dissolved into 120 ml of toluene. To this solution were added 4.58 g. (13.8 mmoles) of carbon tetrabromide and 3.62 g. (13.8 mmoles) of triphenylphosphine and the reaction mixture stirred for 4 hours at room temperature. The yellow suspension was filtered and the filtrate concentrated on a rotary evaporator to afford a white solid. This residue was ... Reported procedure: In analogy to Example 121, by coupling 3-(2,3-dihydroxy-propoxy)-4-(3-methoxy-phenoxy)-5-(4-methylsulphanyl-benzenesulphonylamino)-benzoic acid with morpholine there was obtained N-[3-(2,3-dihydroxy-propoxy)-2-(3-methoxy-phenoxy)-5-(morpholine-4-carbonyl)-phenyl]-4 methylsulphanyl-benzenesulphonamide as a white foam. Reactants: OC(COC=1C=C(C(=O)O)C=C(C1OC1=CC(=CC=C1)OC)NS(=O)(=O)C1=CC=C(C=C1)SC)CO (3-(2,3-dihydroxy-propoxy)-4-(3-methoxy-phenoxy)-5-(4-methylsulphanyl-benzenesulphonylamino)-benzoic acid), N1CCOCC1 (morpholine). The product is OC(COC=1C(=C(C=C(C1)C(=O)N1CCOCC1)NS(=O)(=O)C1=CC=C(C=C1)SC)OC1=CC(=CC=C1)OC)CO (N-[3-(2,3-dihydroxy-propoxy)-2-(3-methoxy-phenoxy)-5-(morpholine-4-carbonyl)-phenyl]-4 methylsulphanyl-benzenesulphonamide). As a reaction SMILES: [OH:1][CH:2]([CH2:35][OH:36])[CH2:3][O:4][C:5]1[CH:6]=[C:7]([CH:11]=[C:12]([NH:23][S:24]([C:27]2[CH:32]=[CH:31][C:30]([S:33][CH3:34])=[CH:29][CH:28]=2)(=[O:26])=[O:25])[C:13]=1[O:14][C:15]1[CH:20]=[CH:19][CH:18]=[C:17]([O:21][CH3:22])[CH:16]=1)[C:8](O)=[O:9].[NH:37]1[CH2:42][CH2:41][O:40][CH2:39][CH2:38]1>>[OH:1][CH:2]([CH2:35][OH:36])[CH2:3][O:4][C:5]1[C:13]([O:14][C:15]2[CH:20]=[CH:19][CH:18]=[C:17]([O:21][CH3:22])[CH:16]=2)=[C:12]([NH:23][S:24]([C:27]2[CH:32]=[CH:31][C:30]([S:33][CH3:34])=[CH:29][CH:28]=2)(=[O:25])=[O:26])[CH:11]=[C:7]([C:8]([N:37]2[CH2:42][CH2:41][O:40][CH2:39][CH2:38]2)=[O:9])[CH:6]=1.